Dataset: the Open Reaction Database (ORD), a public repository of structured organic reaction records. Task: describe an organic reaction: reactants, conditions, products, and yield Solvent: CO (methanol). Yield: 24.7%. Conditions: time 2 hour. As a reaction SMILES: [CH3:1][O:2][C:3]1[CH:8]=[C:7]([CH3:9])[NH:6][C:5](=[O:10])[C:4]=1[CH2:11][NH:12][C:13]([C:15]1[C:23]2[C:18](=[N:19][C:20]([N:24]3[CH2:29][CH2:28][N:27](C(OC(C)(C)C)=O)[CH2:26][CH2:25]3)=[CH:21][CH:22]=2)[N:17]([CH:37]([CH3:41])[CH2:38][O:39][CH3:40])[C:16]=1[CH3:42])=[O:14].Cl>CO>[CH3:1][O:2][C:3]1[CH:8]=[C:7]([CH3:9])[NH:6][C:5](=[O:10])[C:4]=1[CH2:11][NH:12][C:13]([C:15]1[C:23]2[C:18](=[N:19][C:20]([N:24]3[CH2:25][CH2:26][NH:27][CH2:28][CH2:29]3)=[CH:21][CH:22]=2)[N:17]([CH:37]([CH3:41])[CH2:38][O:39][CH3:40])[C:16]=1[CH3:42])=[O:14]. Procedure details: To tert-butyl 4-(3-(((4-methoxy-6-methyl-2-oxo-1,2-dihydropyridin-3-yl)methyl)carbamoyl)-1-(1-methoxypropan-2-yl)-2-methyl-1H-pyrrolo[2,3-b]pyridin-6-yl)piperazine-1-carboxylate (crude, used directly from last step), was added saturated hydrochloride solution in methanol (5 ml) at 0° C. The reaction mixture was allowed to room temperature and stirred for 2 hours. The reaction mixture was concentrated and purified by preparative HPLC (Mobile phase A: water with 0.05% ammonia solution; Mobile phas... Starting materials: COC1=C(C(NC(=C1)C)=O)CNC(=O)C1=C(N(C2=NC(=CC=C21)N2CCN(CC2)C(=O)OC(C)(C)C)C(COC)C)C (tert-butyl 4-(3-(((4-methoxy-6-methyl-2-oxo-1,2-dihydropyridin-3-yl)methyl)carbamoyl)-1-(1-methoxypropan-2-yl)-2-methyl-1H-pyrrolo[2,3-b]pyridin-6-yl)piperazine-1-carboxylate), Cl (hydrochloride). The product is COC1=C(C(NC(=C1)C)=O)CNC(=O)C1=C(N(C2=NC(=CC=C21)N2CCNCC2)C(COC)C)C (N-((4-methoxy-6-methyl-2-oxo-1,2-dihydropyridin-3-yl)methyl)-1-(1-methoxypropan-2-yl)-2-methyl-6-(piperazin-1-yl)-1H-pyrrolo[2,3-b]pyridine-3-carboxamide). Starting materials: C(C1=CC=CC=C1)=C1CCC(CC1)=O (4-benzylidenecyclohexanone), ethylene ketal. Reagents/catalysts: [Pd] (palladium on carbon). Run in C(C)(=O)OCC (ethyl acetate). The product is C(C1=CC=CC=C1)C1CCC(CC1)=O (4-benzylcyclohexanone), ethylene ketal. Reaction SMILES: [CH:1](=[C:8]1[CH2:13][CH2:12][C:11](=[O:14])[CH2:10][CH2:9]1)[C:2]1[CH:7]=[CH:6][CH:5]=[CH:4][CH:3]=1>[Pd].C(OCC)(=O)C>[CH2:1]([CH:8]1[CH2:13][CH2:12][C:11](=[O:14])[CH2:10][CH2:9]1)[C:2]1[CH:7]=[CH:6][CH:5]=[CH:4][CH:3]=1. Procedure details: A mixture of 7.15 g (0.031 mole) of 4-benzylidenecyclohexanone, ethylene ketal and 0.35 g of 10% palladium on carbon in 150 ml of ethyl acetate was shaken under hydrogen until the theoretical gas uptake had been observed (1 hour). The catalyst was then removed on a filter and the filtrate was concentrated in vacuo to give 4-benzylcyclohexanone, ethylene ketal as an oil, the nmr spectrum of which agreed with the structure. The reactants are ClC1=C(C=C(C(=O)NC2=NC=C(C=C2)Cl)C=C1)[N+](=O)[O-] (4-Chloro-N-(5-chloro-pyridin-2-yl)-3-nitro-benzamide), C(=O)(OC(C)(C)C)NC1=CC=C(C=C1)O (N-Boc-4-hydroxyaniline), C([O-])([O-])=O.[K+].[K+] (potassium carbonate). The solvent is CN(C=O)C (N,N-dimethylformamide). Conditions: temperature 80 celsius. Yields the product C(C)(C)(C)OC(NC1=CC=C(C=C1)OC1=C(C=C(C=C1)C(NC1=NC=C(C=C1)Cl)=O)[N+](=O)[O-])=O ({4-[4-(5-Chloro-pyridin-2-ylcarbamoyl)-2-nitro-phenoxy]-phenyl}-carbamic acid tert-butyl ester). The yield is 60.9%. As a reaction SMILES: Cl[C:2]1[CH:17]=[CH:16][C:5]([C:6]([NH:8][C:9]2[CH:14]=[CH:13][C:12]([Cl:15])=[CH:11][N:10]=2)=[O:7])=[CH:4][C:3]=1[N+:18]([O-:20])=[O:19].[C:21]([NH:28][C:29]1[CH:34]=[CH:33][C:32]([OH:35])=[CH:31][CH:30]=1)([O:23][C:24]([CH3:27])([CH3:26])[CH3:25])=[O:22].C(=O)([O-])[O-].[K+].[K+]>CN(C)C=O>[C:24]([O:23][C:21](=[O:22])[NH:28][C:29]1[CH:30]=[CH:31][C:32]([O:35][C:2]2[CH:17]=[CH:16][C:5]([C:6](=[O:7])[NH:8][C:9]3[CH:14]=[CH:13][C:12]([Cl:15])=[CH:11][N:10]=3)=[CH:4][C:3]=2[N+:18]([O-:20])=[O:19])=[CH:33][CH:34]=1)([CH3:27])([CH3:25])[CH3:26] |f:2.3.4|. Procedure details: A solution of the product of Example 199A (300 mg, 0.9612 mmol) in anhydrous N,N-dimethylformamide (5 mL) was treated with N-Boc-4-hydroxyaniline (201 mg, 0.9612 mmol) and potassium carbonate (266 mg, 1.922 mmol) at room temperature, then heated at 80° C. under a nitrogen atmosphere for 5 hours. The reaction was cooled to room temperature and the solvent removed by rotary evaporation in vacuo. The residue was taken up in ethyl acetate (100 mL) and washed with water (4×50 mL) and brine (50 mL). T...